Task: describe an organic reaction: reactants, conditions, products, and yield. Dataset: the Open Reaction Database (ORD), a public repository of structured organic reaction records Starting materials: compound, C(O)([O-])=O.[Na+] (sodium hydrogencarbonate), [H-].[Na+] (sodium hydride), FC(CCC(=O)Cl)(F)F (4,4,4-trifluorobutyryl chloride), OC1=CC(N(C2=NC=CC=C12)C1=CC=CC=C1)=O (4-hydroxy-1-phenyl-1,8-naphthyridin-2(1H)-one). Solvent: CN(C)C=O (DMF), O (water). Run at time 40 minute. Yields the product C1(=CC=CC=C1)N1C(C=C(C2=CC=CN=C12)OC(CCC(F)(F)F)=O)=O (1-phenyl-4-(4,4,4-trifluorobutyryloxy)-1,8-naphthyridin-2(1H)-one), crystal. Isolated yield 66.0%. As a reaction SMILES: [OH:1][C:2]1[C:11]2[C:6](=[N:7][CH:8]=[CH:9][CH:10]=2)[N:5]([C:12]2[CH:17]=[CH:16][CH:15]=[CH:14][CH:13]=2)[C:4](=[O:18])[CH:3]=1.[H-].[Na+].[F:21][C:22]([F:29])([F:28])[CH2:23][CH2:24][C:25](Cl)=[O:26].C(=O)([O-])O.[Na+]>CN(C=O)C.O>[C:12]1([N:5]2[C:6]3[C:11](=[CH:10][CH:9]=[CH:8][N:7]=3)[C:2]([O:1][C:25](=[O:26])[CH2:24][CH2:23][C:22]([F:29])([F:28])[F:21])=[CH:3][C:4]2=[O:18])[CH:13]=[CH:14][CH:15]=[CH:16][CH:17]=1 |f:1.2,4.5|. Procedure: In accordance with a process described in JP-61-246183A, 4-hydroxy-1-phenyl-1,8-naphthyridin-2(1H)-one was synthesized. To a suspension of the synthesized compound (953 mg, 4.0 mmol) in DMF (32 mL) was added sodium hydride (purity of about 60%, 176 mg, 4.4 mmol, 1.1 eq.), and the mixture was stirred at a room temperature for 40 minutes. Then, 4,4,4-trifluorobutyryl chloride (4.4 mmol, 1.1 eq.) was added thereto with cooling in an ice bath, and the mixture was stirred at a room temperature for 2 ... Starting materials: COc1ccc(C2Sc3c(cccc3OCc3ccccc3)NC(=O)C2O)cc1, CN(C)CCCl, Cl, [H-], [Na+], [Na+], O=C([O-])O, CN(C)C=O, O. Product: COc1ccc(C2Sc3c(OCc4ccccc4)cccc3N(CCN(C)C)C(=O)C2O)cc1. Reaction SMILES: [CH2:1]([c:2]1[cH:3][cH:4][cH:5][cH:6][cH:7]1)[O:8][c:9]1[cH:10][cH:11][cH:12][c:13]2[c:14]1[S:15][CH:16]([c:22]1[cH:23][cH:24][c:25]([O:28][CH3:29])[cH:26][cH:27]1)[CH:17]([OH:21])[C:18](=[O:20])[NH:19]2.[CH3:33][N:34]([CH2:35][CH2:36][Cl:37])[CH3:38].[ClH:32].[H-:30].[Na+:31].[Na+:43].[O-:39][C:40]([OH:41])=[O:42].[O:44]=[CH:45][N:46]([CH3:47])[CH3:48].[OH2:49]>>[CH2:1]([c:2]1[cH:3][cH:4][cH:5][cH:6][cH:7]1)[O:8][c:9]1[cH:10][cH:11][cH:12][c:13]2[c:14]1[S:15][CH:16]([c:22]1[cH:23][cH:24][c:25]([O:28][CH3:29])[cH:26][cH:27]1)[CH:17]([OH:21])[C:18](=[O:20])[N:19]2[CH2:36][CH2:35][N:34]([CH3:33])[CH3:38]. Starting materials: C(C1=CC=CC=C1)OC(=O)N1[C@@H](C[C@H](C1)C1CCCCC1)CO ((2S-trans)-1-[(benzyloxy)-carbonyl]-4-cyclohexyl-2-pyrrolidinemethanol), [Cr](=O)(=O)([O-])O[Cr](=O)(=O)[O-].[NH+]1=CC=CC=C1.[NH+]1=CC=CC=C1 (pyridinium dichromate), Cl (hydrochloric acid). Solvent: CN(C=O)C (dimethylformamide). Conditions: time 16 hour. The product is C1(CCCCC1)C1C[C@H](NC1)C(=O)O (4-cyclohexyl-L-proline). RXN SMILES: C(OC([N:11]1[CH2:15][C@H:14]([CH:16]2[CH2:21][CH2:20][CH2:19][CH2:18][CH2:17]2)[CH2:13][C@H:12]1[CH2:22][OH:23])=O)C1C=CC=CC=1.[Cr](O[Cr]([O-])(=O)=O)([O-])(=O)=[O:25].[NH+]1C=CC=CC=1.[NH+]1C=CC=CC=1.Cl>CN(C)C=O>[CH:16]1([CH:14]2[CH2:15][NH:11][C@H:12]([C:22]([OH:23])=[O:25])[CH2:13]2)[CH2:17][CH2:18][CH2:19][CH2:20][CH2:21]1 |f:1.2.3|. Procedure: To a solution of (2S-trans)-1-[(benzyloxy)-carbonyl]-4-cyclohexyl-2-pyrrolidinemethanol (0.65 g) in dimethylformamide (10 ml) was added pyridinium dichromate (2.1 g). The mixture was stirred at room temperature for 16 hours and poured onto crushed ice and hydrochloric acid (25 ml). Extraction with ethyl acetate followed by solvent evaporation yielded 0.4 g of (trans)-1-[benzyloxy)carbonyl]-4-cyclohexyl-L-proline as a thick oil. The compound can be deprotected using catalytic hydrogenation as des... Reactants: C1(CCCCC1)N=C=NC1CCCCC1 (dicyclohexylcarbodiimide), N[C@@H](CC(N)=O)C(=O)N[C@@H](CC(C)C)C(=O)OC (H-Asn-Leu-OMe), N([C@@H](COC(C)(C)C)C(=O)O)C(=O)OCC1=CC=CC=C1 (Z-Ser(tBu)-OH), ON1C(CCC1=O)=O (N-hydroxysuccinimide). The solvent is CN(C=O)C (dimethylformamide). Reaction conditions: temperature 0 celsius, time 18 hour. Product: N([C@@H](COC(C)(C)C)C(=O)N[C@@H](CC(N)=O)C(=O)N[C@@H](CC(C)C)C(=O)OC)C(=O)OCC1=CC=CC=C1 (Z-Ser(tBu)-Asn-Leu-OMe). As a reaction SMILES: [NH2:1][C@H:2]([C:7]([NH:9][C@H:10]([C:15]([O:17][CH3:18])=[O:16])[CH2:11][CH:12]([CH3:14])[CH3:13])=[O:8])[CH2:3][C:4](=[O:6])[NH2:5].[NH:19]([C:30]([O:32][CH2:33][C:34]1[CH:39]=[CH:38][CH:37]=[CH:36][CH:35]=1)=[O:31])[C@H:20]([C:27](O)=[O:28])[CH2:21][O:22][C:23]([CH3:26])([CH3:25])[CH3:24].ON1C(=O)CCC1=O.C1(N=C=NC2CCCCC2)CCCCC1>CN(C)C=O>[NH:19]([C:30]([O:32][CH2:33][C:34]1[CH:39]=[CH:38][CH:37]=[CH:36][CH:35]=1)=[O:31])[C@H:20]([C:27]([NH:1][C@H:2]([C:7]([NH:9][C@H:10]([C:15]([O:17][CH3:18])=[O:16])[CH2:11][CH:12]([CH3:14])[CH3:13])=[O:8])[CH2:3][C:4](=[O:6])[NH2:5])=[O:28])[CH2:21][O:22][C:23]([CH3:24])([CH3:26])[CH3:25]. Procedure: 8.90 g of H-Asn-Leu-OMe and 11.0 g of Z-Ser(tBu)-OH are dissolved in 100 ml of freshly distilled dimethylformamide. The solution is cooled to 0°C and 3.90 g of N-hydroxysuccinimide followed by 8.70 g of dicyclohexylcarbodiimide are added. After 30 minutes standing at 0°C and 18 hours at 25°C the precipitated dicyclohexylurea is filtered off and the filtrate is poured into 800 ml of ice water. The crystalline precipitate which hereupon separates out is dried in vacuo at 40°C and then recrystallis... Starting materials: ClC1=C2C(=NC(=C1)C1=CC(=CC=C1)Cl)CCC2 (4-chloro-2-(3-chlorophenyl)-6,7-dihydro-5H-cyclopenta[b]pyridine), FC1=CC=C(N)C=C1 (4-fluoroaniline), C([O-])(O)=O.[Na+] (sodium bicarbonate). Reagents/catalysts: Cl (HCl). The solvent is CN1CCCC1=O (NMP), O (water). Conditions: temperature 120 celsius. Yields the product Cl.ClC=1C=C(C=CC1)C1=CC(=C2C(=N1)CCC2)NC2=CC=C(C=C2)F (2-(3-Chlorophenyl)-N-(4-fluorophenyl)-6,7-dihydro-5H-cyclopenta[b]pyridin-4-amine hydrochloride). Yield: 63.2%. Reaction SMILES: [Cl:1][C:2]1[CH:7]=[C:6]([C:8]2[CH:13]=[CH:12][CH:11]=[C:10]([Cl:14])[CH:9]=2)[N:5]=[C:4]2[CH2:15][CH2:16][CH2:17][C:3]=12.[F:18][C:19]1[CH:25]=[CH:24][C:22]([NH2:23])=[CH:21][CH:20]=1.C(=O)(O)[O-].[Na+]>Cl.CN1C(=O)CCC1.O>[ClH:1].[Cl:14][C:10]1[CH:9]=[C:8]([C:6]2[N:5]=[C:4]3[CH2:15][CH2:16][CH2:17][C:3]3=[C:2]([NH:23][C:22]3[CH:24]=[CH:25][C:19]([F:18])=[CH:20][CH:21]=3)[CH:7]=2)[CH:13]=[CH:12][CH:11]=1 |f:2.3,7.8|. Procedure details: A 10-mL microwave vial was charged with 4-chloro-2-(3-chlorophenyl)-6,7-dihydro-5H-cyclopenta[b]pyridine (0.072 g, 0.27 mmol), 4-fluoroaniline (0.052 mL, 0.54 mmol) and cone. HCl (1 drop) in NMP (2 mL). The resulting mixture was heated at 120° C. under microwave irradiation for 3 h. After this time, the reaction mixture was cooled, diluted with water (25 mL) then treated with saturated sodium bicarbonate until pH˜8 and extracted with ethyl acetate. The combined extract was washed with saturated ... The reactants are C(=O)(OC(C)(C)C)N[C@H](CCC1=CC=CC=C1)C(=O)O (Boc-(D)-homo -phenylalanine), N1CCC[C@@H]2CCCC[C@@H]12 ((±)-trans-decahydroquinoline), NC1=C(C=C(C=C1Cl)S(=O)(=O)Cl)Cl (4-amino-3,5dichlorobenzene -sulfonyl chloride). The product is NC1=C(C=C(C=C1Cl)S(=O)(=O)N[C@H](CCC1=CC=CC=C1)C(=O)N1CCC[C@@H]2CCCC[C@@H]12)Cl (4-amino-3,5-dichloro-N-{(1R)-1-[(trans)-octahydroquinolin-1(2H) -ylcarbonyl]-3-phenylpropyl}benzenesulfonamide). Reaction SMILES: C([NH:8][C@@H:9]([C:18]([OH:20])=O)[CH2:10][CH2:11][C:12]1[CH:17]=[CH:16][CH:15]=[CH:14][CH:13]=1)(OC(C)(C)C)=O.[NH:21]1[C@H:30]2[C@@H:25]([CH2:26][CH2:27][CH2:28][CH2:29]2)[CH2:24][CH2:23][CH2:22]1.[NH2:31][C:32]1[C:37]([Cl:38])=[CH:36][C:35]([S:39](Cl)(=[O:41])=[O:40])=[CH:34][C:33]=1[Cl:43]>>[NH2:31][C:32]1[C:37]([Cl:38])=[CH:36][C:35]([S:39]([NH:8][C@@H:9]([C:18]([N:21]2[C@H:30]3[C@@H:25]([CH2:26][CH2:27][CH2:28][CH2:29]3)[CH2:24][CH2:23][CH2:22]2)=[O:20])[CH2:10][CH2:11][C:12]2[CH:13]=[CH:14][CH:15]=[CH:16][CH:17]=2)(=[O:41])=[O:40])=[CH:34][C:33]=1[Cl:43]. Reported procedure: 4-amino-3,5-dichloro-N-{(1R)-1-[(trans)-octahydroquinolin-1(2H) -ylcarbonyl]-3-phenylpropyl}benzenesulfonamide is prepared from Boc-(D)-homo -phenylalanine, (±)-trans-decahydroquinoline, and 4-amino-3,5dichlorobenzene -sulfonyl chloride in the same manner that Example 1 is synthesized. ESI MS: Calc: 523.2; Found: 524.3 (M+H)+. Reactants: CCOC(=O)C(C(=O)OCC)C1CCCCC1, ClCOCc1ccccc1, [H-], [Na+], C1CCOC1, O. The product is CCOC(=O)C(COCc1ccccc1)(C(=O)OCC)C1CCCCC1. Reaction SMILES: [CH:1]1([CH:7]([C:8](=[O:9])[O:10][CH2:11][CH3:12])[C:13](=[O:14])[O:15][CH2:16][CH3:17])[CH2:2][CH2:3][CH2:4][CH2:5][CH2:6]1.[Cl:20][CH2:21][O:22][CH2:23][c:24]1[cH:25][cH:26][cH:27][cH:28][cH:29]1.[H-:18].[Na+:19].[O:31]1[CH2:32][CH2:33][CH2:34][CH2:35]1.[OH2:30]>>[CH:1]1([C:7]([C:8](=[O:9])[O:10][CH2:11][CH3:12])([C:13](=[O:14])[O:15][CH2:16][CH3:17])[CH2:21][O:22][CH2:23][c:24]2[cH:25][cH:26][cH:27][cH:28][cH:29]2)[CH2:2][CH2:3][CH2:4][CH2:5][CH2:6]1. Reactants: CCCCC[C@@H](/C=C/[C@H]1[C@@H](CC(=O)[C@@H]1CCCCCCC(=O)O)O)O (prostaglandin E1). Solvent: C(C)(=O)O.O (acetic acid water). Conditions: time 48 hour. Product: CCCCC[C@@H](/C=C/[C@H]1C=CC(=O)[C@@H]1CCCCCCC(=O)O)O (PGA1). Reaction SMILES: [CH3:1][CH2:2][CH2:3][CH2:4][CH2:5][C@H:6]([OH:25])/[CH:7]=[CH:8]/[C@@H:9]1[C@@H:14]([CH2:15][CH2:16][CH2:17][CH2:18][CH2:19][CH2:20][C:21]([OH:23])=[O:22])[C:12](=[O:13])[CH2:11][C@H:10]1O>C(O)(=O)C.O>[CH3:1][CH2:2][CH2:3][CH2:4][CH2:5][C@H:6]([OH:25])/[CH:7]=[CH:8]/[C@@H:9]1[C@@H:14]([CH2:15][CH2:16][CH2:17][CH2:18][CH2:19][CH2:20][C:21]([OH:23])=[O:22])[C:12](=[O:13])[CH:11]=[CH:10]1 |f:1.2|. Procedure details: A 125 mg (0.3 mmol) portion of the prostaglandin E1 analogue of Example 3 (14-Phenyl-11α,15R-dihydroxy-9-oxoprost-10,13E-dien-1-oic acid) was stirred into 10 ml of acetic acid-water (2:1) at 50° C. under an inert atmosphere. Progress of the reaction was followed by thin layer chromatography. After 48 hours, the reaction mixture was extracted with ether. Ether layers obtained were combined and washed to neutrality with brine. Removal of the solvent yielded a yellow oil. The oil was azeotroped wit...